From a dataset of the Open Reaction Database (ORD), a public repository of structured organic reaction records. describe an organic reaction: reactants, conditions, products, and yield The reactants are N(=[N+]=[N-])CCN1C(=CC2=CC(=CC=C12)NC(=O)C1(CC1)C1=CC2=C(OCO2)C=C1)C(C)(C)C (N-(1-(2-azidoethyl)-2-tert-butyl-1H-indol-5-yl)-1-(benzo[d][1,3]dioxol-5-yl)cyclopropanecarboxamide), CO.CC(=O)O (MeOH AcOH). Reagents/catalysts: [Pd] (Pd—C). Product: C(C)(=O)NCCN1C(=CC2=CC(=CC=C12)NC(=O)C1(CC1)C1=CC2=C(OCO2)C=C1)C(C)(C)C (N-(1-(2-acetamidoethyl)-2-tert-butyl-1H-indol-5-yl)-1-(benzo[d][1,3]-dioxol-5-yl)cyclopropanecarboxamide). As a reaction SMILES: [N:1]([CH2:4][CH2:5][N:6]1[C:14]2[C:9](=[CH:10][C:11]([NH:15][C:16]([C:18]3([C:21]4[CH:29]=[CH:28][C:24]5[O:25][CH2:26][O:27][C:23]=5[CH:22]=4)[CH2:20][CH2:19]3)=[O:17])=[CH:12][CH:13]=2)[CH:8]=[C:7]1[C:30]([CH3:33])([CH3:32])[CH3:31])=[N+]=[N-].CO.[CH3:36][C:37](O)=[O:38]>[Pd]>[C:37]([NH:1][CH2:4][CH2:5][N:6]1[C:14]2[C:9](=[CH:10][C:11]([NH:15][C:16]([C:18]3([C:21]4[CH:29]=[CH:28][C:24]5[O:25][CH2:26][O:27][C:23]=5[CH:22]=4)[CH2:20][CH2:19]3)=[O:17])=[CH:12][CH:13]=2)[CH:8]=[C:7]1[C:30]([CH3:33])([CH3:32])[CH3:31])(=[O:38])[CH3:36] |f:1.2|. Procedure details: A solution of N-(1-(2-azidoethyl)-2-tert-butyl-1H-indol-5-yl)-1-(benzo[d][1,3]dioxol-5-yl)cyclopropanecarboxamide (13 mg, 0.029 mmol) in MeOH—AcOH (0.2 mL, 99:1) in the presence of Pd—C (2 mg) was stirred at room temperature under 1 atm of H2 for 2 h, filtered through Celite, and concentrated under reduced pressure. The crude product was treated with AcCl (0.05 mL) and Et3N (0.05 mL) in anhydrous THF (0.2 mL) at 0° C. for 30 min and then 1 h at room temperature. The mixture was purified by prepa... Reactants: BrCC(=O)OC(C)(C)C (t-butyl bromoacetate), FC=1C=C(C=CC1)CN1C2=CC=CC(=C2C=2C(=CC=CC12)O)C(N)=O (9-[(3-fluorophenyl)methyl]-4-hydroxy-5-carbamoyl carbazole), resultant mixture. Solvent: C(C)(=O)OCC (ethyl acetate), CN(C)C=O (DMF). Run at time 3 minute. Product: FC=1C=C(C=CC1)CN1C2=CC=CC(=C2C=2C(=CC=CC12)OCC(=O)OC(C)(C)C)C(N)=O ({9-[(3-fluorophenyl)methyl]-5-carbamoylcarbazol-4-yl}oxyacetic acid, tert-butyl ester). Isolated yield 63.2%. RXN SMILES: [F:1][C:2]1[CH:3]=[C:4]([CH2:8][N:9]2[C:21]3[CH:20]=[CH:19][CH:18]=[C:17]([OH:22])[C:16]=3[C:15]3[C:10]2=[CH:11][CH:12]=[CH:13][C:14]=3[C:23](=[O:25])[NH2:24])[CH:5]=[CH:6][CH:7]=1.Br[CH2:27][C:28]([O:30][C:31]([CH3:34])([CH3:33])[CH3:32])=[O:29]>CN(C=O)C.C(OCC)(=O)C>[F:1][C:2]1[CH:3]=[C:4]([CH2:8][N:9]2[C:21]3[CH:20]=[CH:19][CH:18]=[C:17]([O:22][CH2:27][C:28]([O:30][C:31]([CH3:34])([CH3:33])[CH3:32])=[O:29])[C:16]=3[C:15]3[C:10]2=[CH:11][CH:12]=[CH:13][C:14]=3[C:23](=[O:25])[NH2:24])[CH:5]=[CH:6][CH:7]=1. Procedure: 40% Methanolic Triton B (0.086 mL, 0.19 mM) was added to a solution of the 9-[(3-fluorophenyl)methyl]-4-hydroxy-5-carbamoyl carbazole (51.9 mg, 0.155 mM) in 3 mL DMF at room temperature. After 3 minutes, t-butyl bromoacetate (87.8 mg, 0.44 mM) Was added and the resultant mixture stirred at room temperature for 5 hours. The mixture was diluted with ethyl acetate, washed four times with H2O, and saturated brine, dried over magnesium sulfate, filtered, and concentrated. The residue was purified by ... Starting materials: CC1=C2C=C(C(NC2=NC=C1)=O)CC(=O)O ((5-methyl-1,8-naphthyridin-2(1H)-on-3-yl)acetic acid), C1CCC(CC1)N=C=NC2CCCCC2 (DCC), C(C)(C)(C)OC(=O)NCCNCC(=O)OC (methyl N-(2-(tert-butyloxycarbonyl)aminoethyl)glycinate). Run in CN(C)C=O (DMF). Run at time 40 minute. The product is CC1=C2C=C(C(NC2=NC=C1)=O)CC(=O)N(CC(=O)OC)CCNC(=O)OC(C)(C)C (Methyl N-((5-Methyl-1,8-naphthyridin-2(1H)-on-3-yl)acetyl)-N-(2-(tert-butyloxycarbonyl)aminoethyl)glycinate). Yield: 31.6%. As a reaction SMILES: [CH3:1][C:2]1[CH:11]=[CH:10][N:9]=[C:8]2[C:3]=1[CH:4]=[C:5]([CH2:13][C:14]([OH:16])=O)[C:6](=[O:12])[NH:7]2.C1CCC(N=C=NC2CCCCC2)CC1.[C:32]([O:36][C:37]([NH:39][CH2:40][CH2:41][NH:42][CH2:43][C:44]([O:46][CH3:47])=[O:45])=[O:38])([CH3:35])([CH3:34])[CH3:33]>CN(C=O)C>[CH3:1][C:2]1[CH:11]=[CH:10][N:9]=[C:8]2[C:3]=1[CH:4]=[C:5]([CH2:13][C:14]([N:42]([CH2:41][CH2:40][NH:39][C:37]([O:36][C:32]([CH3:35])([CH3:34])[CH3:33])=[O:38])[CH2:43][C:44]([O:46][CH3:47])=[O:45])=[O:16])[C:6](=[O:12])[NH:7]2. Procedure details: To a precooled (0° C.) solution of (5-methyl-1,8-naphthyridin-2(1H)-on-3-yl)acetic acid (1.20 g, 5.50 mmol) and DhbtOH (0.987 g, 6.10 mmol) in DMF (25 mL) was added DCC (1.25 g, 6.10 mmol) and the resulting mixture was stirred for 40 min. prior to the addition of methyl N-(2-(tert-butyloxycarbonyl)aminoethyl)glycinate (1.32 g, 6.10 mmol). The mixture was stirred at rt. overnight, evaporated in vacuo, redissolved in ethyl acetate (75 mL) and the DCU filtered off. The organic phase was washed with... Reactants: COc1ccc(Br)c(C(=O)O)c1, CN(C)C=O, O=C(Cl)C(=O)Cl, ClCCl. Product: COc1ccc(Br)c(C(=O)Cl)c1. As a reaction SMILES: [Br:1][c:2]1[c:3]([C:4](=[O:5])[OH:6])[cH:7][c:8]([O:11][CH3:12])[cH:9][cH:10]1.[CH3:19][N:20]([CH3:21])[CH:22]=[O:23].[Cl:13][C:14]([C:15]([Cl:16])=[O:17])=[O:18].[Cl:24][CH2:25][Cl:26]>>[Br:1][c:2]1[c:3]([C:4](=[O:5])[Cl:13])[cH:7][c:8]([O:11][CH3:12])[cH:9][cH:10]1. RXN SMILES: C([O:5][C:6](=[O:54])[CH2:7][O:8][C:9]1[CH:14]=[CH:13][C:12]([C:15](=[O:46])[NH:16][CH2:17][C@H:18]([CH:43]([CH3:45])[CH3:44])[CH2:19][C@H:20]([NH:35]C(OC(C)(C)C)=O)[C@@H:21]([OH:34])[CH2:22][C@H:23]([C:27](=[O:33])[NH:28][CH2:29][CH2:30][CH2:31][CH3:32])[CH:24]([CH3:26])[CH3:25])=[C:11]([O:47][CH2:48][CH2:49][CH2:50][CH2:51][O:52][CH3:53])[CH:10]=1)(C)(C)C.Cl>O1CCOCC1>[NH2:35][C@H:20]([C@@H:21]([OH:34])[CH2:22][C@H:23]([C:27](=[O:33])[NH:28][CH2:29][CH2:30][CH2:31][CH3:32])[CH:24]([CH3:26])[CH3:25])[CH2:19][C@@H:18]([CH:43]([CH3:44])[CH3:45])[CH2:17][NH:16][C:15]([C:12]1[CH:13]=[CH:14][C:9]([O:8][CH2:7][C:6]([OH:54])=[O:5])=[CH:10][C:11]=1[O:47][CH2:48][CH2:49][CH2:50][CH2:51][O:52][CH3:53])=[O:46]. Yields the product N[C@@H](C[C@H](CNC(=O)C1=C(C=C(OCC(=O)O)C=C1)OCCCCOC)C(C)C)[C@H](C[C@@H](C(C)C)C(NCCCC)=O)O ((2S,4S,5S,7S)-[4-(4-Amino-7-butylcarbamoyl-5-hydroxy-2-isopropyl-8-methyl-nonylcarbamoyl)-3-(4-methoxybutoxy)-phenoxy]-acetic acid). Conditions: time 13 hour. Starting materials: C(C)(C)(C)OC(COC1=CC(=C(C=C1)C(NC[C@@H](C[C@@H]([C@H](C[C@@H](C(C)C)C(NCCCC)=O)O)NC(=O)OC(C)(C)C)C(C)C)=O)OCCCCOC)=O ((2S,4S,5S,7S)-{4-[4-(tert-butoxycarbonyl)amino-7-butylcarbamoyl-5-hydroxy-2-isopropyl-8-methyl-nonylcarbamoyl]-3-(4-methoxybutoxy)-phenoxy}-acetic acid (tert-butyl) ester), Cl (hydrochloric acid). The solvent is O1CCOCC1 (dioxane). Procedure: After reaction of (2S,4S,5S,7S)-{4-[4-(tert-butoxycarbonyl)amino-7-butylcarbamoyl-5-hydroxy-2-isopropyl-8-methyl-nonylcarbamoyl]-3-(4-methoxybutoxy)-phenoxy}-acetic acid (tert-butyl) ester (93 mg) in a 4N hydrochloric acid solution in dioxane (2 ml) at 0° C. for 45 minutes and then at room temperature for 13 hours, the solvent is rapidly concentrated under a high vacuum with vigorous stirring until frozen and is subsequently removed by lyophilisation. (2S,4S,5S,7S)-[4-(4-Amino-7-butylcarbamoyl-5... Starting materials: NC=1C=C(C=CC1)C(CC#N)O (3-(3-aminophenyl)-3-hydroxypropanenitrile), C1(=CC=CC=C1)CC=O (2-phenylacetaldehyde), [BH4-].[Na+] (NaBH4). The solvent is CO (MeOH). Reaction conditions: time 18 hour. Product: OC(CC#N)C1=CC(=CC=C1)NCCC1=CC=CC=C1 (3-hydroxy-3-(3-(phenethylamino)phenyl)propanenitrile). Reaction SMILES: [NH2:1][C:2]1[CH:3]=[C:4]([CH:8]([OH:12])[CH2:9][C:10]#[N:11])[CH:5]=[CH:6][CH:7]=1.[C:13]1([CH2:19][CH:20]=O)[CH:18]=[CH:17][CH:16]=[CH:15][CH:14]=1.[BH4-].[Na+]>CO>[OH:12][CH:8]([C:4]1[CH:5]=[CH:6][CH:7]=[C:2]([NH:1][CH2:20][CH2:19][C:13]2[CH:18]=[CH:17][CH:16]=[CH:15][CH:14]=2)[CH:3]=1)[CH2:9][C:10]#[N:11] |f:2.3|. Procedure: Hydrogenation of aniline 12 and 2-phenylacetaldehyde gives 3-hydroxy-3-(3-(phenethylamino)phenyl)propanenitrile. A mixture of aniline 12 (1.00 g, 6.17 mmol), 2-phenylacetaldehyde (0.66 g, 5.55 mmol) and A-3 molecular sieves in MeOH was stirred for 18 h and then NaBH4 (1.16 g, 30.8 mmol) was added and the reaction mixture was stirred overnight. The reaction mixture was filtered through Celite, concentrated under reduced pressure. Purification by column chromatography (100-200 silica mesh, 20% EtO...